This data is from the Open Reaction Database (ORD), a public repository of structured organic reaction records. The task is: describe an organic reaction: reactants, conditions, products, and yield Starting materials: C[Al](C)C (Trimethylaluminium), COCCN (2-methoxyethylamine), COC(C1=CN=C(C=C1)OCC=1C(=NOC1CO)C1=CC(=C(C=C1)F)F)=O (6-[3-(3,4-difluoro-phenyl)-5-hydroxymethyl-isoxazol-4-ylmethoxy]-nicotinic acid methyl ester). The solvent is O1CCOCC1 (dioxane), O1CCOCC1 (dioxane). Conditions: temperature 50 celsius, time 45 minute. Product: FC=1C=C(C=CC1F)C1=NOC(=C1COC1=NC=C(C(=O)NCCOC)C=C1)CO (6-[3-(3,4-Difluoro-phenyl)-5-hydroxymethyl-isoxazol-4-ylmethoxy]-N-(2-methoxy-ethyl)-nicotinamide). Isolated yield 12.4%. RXN SMILES: C[Al](C)C.[CH3:5][O:6][CH2:7][CH2:8][NH2:9].C[O:11][C:12](=O)[C:13]1[CH:18]=[CH:17][C:16]([O:19][CH2:20][C:21]2[C:22]([C:28]3[CH:33]=[CH:32][C:31]([F:34])=[C:30]([F:35])[CH:29]=3)=[N:23][O:24][C:25]=2[CH2:26][OH:27])=[N:15][CH:14]=1>O1CCOCC1>[F:35][C:30]1[CH:29]=[C:28]([C:22]2[C:21]([CH2:20][O:19][C:16]3[CH:17]=[CH:18][C:13]([C:12]([NH:9][CH2:8][CH2:7][O:6][CH3:5])=[O:11])=[CH:14][N:15]=3)=[C:25]([CH2:26][OH:27])[O:24][N:23]=2)[CH:33]=[CH:32][C:31]=1[F:34]. Reported procedure: Trimethylaluminium solution (2 M in toluene, 0.80 mL, 1.60 mmol) was added to a solution of 2-methoxyethylamine (93.3 μL, 1.06 mmol) in dioxane (4 mL). The mixture was stirred for 45 min at 50° C. Then a solution of 6-[3-(3,4-difluoro-phenyl)-5-hydroxymethyl-isoxazol-4-ylmethoxy]-nicotinic acid methyl ester (100 mg, 0.27 mmol) in dioxane (4 mL) was added and the reaction mixture was stirred overnight at 85° C. The dioxane was removed by distillation. The remaining material was purified by chroma... Starting materials: CCO, Cl, C[Si](C)(C)CCOCn1cnc(-c2cc3nccc(Oc4ccc([N+](=O)[O-])cc4F)c3s2)c1. The product is O=[N+]([O-])c1ccc(Oc2ccnc3cc(-c4c[nH]cn4)sc23)c(F)c1. Reaction SMILES: [CH3:35][CH2:36][OH:37].[ClH:34].[F:1][c:2]1[c:3]([O:4][c:5]2[c:6]3[c:7]([n:8][cH:9][cH:10]2)[cH:11][c:12](-[c:14]2[n:15][cH:16][n:17]([CH2:19][O:20][CH2:21][CH2:22][Si:23]([CH3:24])([CH3:25])[CH3:26])[cH:18]2)[s:13]3)[cH:27][cH:28][c:29]([N+:31](=[O:32])[O-:33])[cH:30]1>>[F:1][c:2]1[c:3]([O:4][c:5]2[c:6]3[c:7]([n:8][cH:9][cH:10]2)[cH:11][c:12](-[c:14]2[n:15][cH:16][nH:17][cH:18]2)[s:13]3)[cH:27][cH:28][c:29]([N+:31](=[O:32])[O-:33])[cH:30]1. Starting materials: NC=1C=CC(=NC1)OCCN1CCCC1 (5-Amino-2-((pyrrolidin-1-yl)ethoxy)pyridine), ClC1=CC=C(C=C1)C=1C=C(NC1)C(=O)O (4-(4-chlorophenyl)-1H-pyrrole-2-carboxylic acid). Yields the product ClC1=CC=C(C=C1)C=1C=C(NC1)C(=O)NC=1C=NC(=CC1)OCCN1CCCC1 (4-(4-chlorophenyl)-N-(6-(2-(pyrrolidin-1-yl)ethoxy)pyridin-3-yl)-1H-pyrrole-2-carboxamide). RXN SMILES: [NH2:1][C:2]1[CH:3]=[CH:4][C:5]([O:8][CH2:9][CH2:10][N:11]2[CH2:15][CH2:14][CH2:13][CH2:12]2)=[N:6][CH:7]=1.[Cl:16][C:17]1[CH:22]=[CH:21][C:20]([C:23]2[CH:24]=[C:25]([C:28](O)=[O:29])[NH:26][CH:27]=2)=[CH:19][CH:18]=1>>[Cl:16][C:17]1[CH:22]=[CH:21][C:20]([C:23]2[CH:24]=[C:25]([C:28]([NH:1][C:2]3[CH:7]=[N:6][C:5]([O:8][CH2:9][CH2:10][N:11]4[CH2:15][CH2:14][CH2:13][CH2:12]4)=[CH:4][CH:3]=3)=[O:29])[NH:26][CH:27]=2)=[CH:19][CH:18]=1. Procedure: 5-Amino-2-((pyrrolidin-1-yl)ethoxy)pyridine was converted to the title compound (18 mg) by acylation with 4-(4-chlorophenyl)-1H-pyrrole-2-carboxylic acid (21 mg) following the procedure described in step C of Example 1. MS (ESI) 411 (M+H)+.